This data is from the Open Reaction Database (ORD), a public repository of structured organic reaction records. The task is: describe an organic reaction: reactants, conditions, products, and yield Reactants: OCC1CCC(O)CC1, ClC(c1ccccc1)(c1ccccc1)c1ccccc1, c1ccncc1. Product: OC1CCC(COC(c2ccccc2)(c2ccccc2)c2ccccc2)CC1. RXN SMILES: [OH:1][CH2:2][CH:3]1[CH2:4][CH2:5][CH:6]([OH:9])[CH2:7][CH2:8]1.[c:10]1([C:16]([c:17]2[cH:18][cH:19][cH:20][cH:21][cH:22]2)([c:23]2[cH:24][cH:25][cH:26][cH:27][cH:28]2)[Cl:29])[cH:11][cH:12][cH:13][cH:14][cH:15]1.[cH:30]1[cH:31][cH:32][n:33][cH:34][cH:35]1>>[O:1]([CH2:2][CH:3]1[CH2:4][CH2:5][CH:6]([OH:9])[CH2:7][CH2:8]1)[C:16]([c:10]1[cH:11][cH:12][cH:13][cH:14][cH:15]1)([c:17]1[cH:18][cH:19][cH:20][cH:21][cH:22]1)[c:23]1[cH:24][cH:25][cH:26][cH:27][cH:28]1. Starting materials: CN(CCNC)C (N,N,N'-trimethylethylenediamine), C(C)(C)N(CCNC(=O)N1C(C2=CC(=C(C=C2CC1)OC)OC)C1=CC=C(C=C1)OC)C(C)C (N-(2-diisopropylaminoethyl)-6,7-dimethoxy-1-(4-methoxyphenyl)-3,4-dihydro-2(1H)-isoquinolinecarboxamide). The product is COC=1C=C2CCN(C(C2=CC1OC)C1=CC=C(C=C1)OC)C(=O)N(C)CCN(C)C (6,7-dimethoxy-N-(2-dimethylaminoethyl)-1-(4-methoxyphenyl)-N-methyl-3,4-dihydro-2(1H)-isoquinolinecarboxamide). As a reaction SMILES: [CH3:1]N(C)CCNC.[CH:8]([N:11]([CH:39](C)C)[CH2:12][CH2:13][NH:14][C:15]([N:17]1[CH2:26][CH2:25][C:24]2[C:19](=[CH:20][C:21]([O:29][CH3:30])=[C:22]([O:27][CH3:28])[CH:23]=2)[CH:18]1[C:31]1[CH:36]=[CH:35][C:34]([O:37][CH3:38])=[CH:33][CH:32]=1)=[O:16])(C)C>>[CH3:28][O:27][C:22]1[CH:23]=[C:24]2[C:19](=[CH:20][C:21]=1[O:29][CH3:30])[CH:18]([C:31]1[CH:32]=[CH:33][C:34]([O:37][CH3:38])=[CH:35][CH:36]=1)[N:17]([C:15]([N:14]([CH2:13][CH2:12][N:11]([CH3:39])[CH3:8])[CH3:1])=[O:16])[CH2:26][CH2:25]2. Procedure details: Substitution of an equivalent quantity of N,N,N'-trimethylethylenediamine for the 2-diisopropylaminoethylamine used above and substantial repetition of the foregoing procedure affords 6,7-dimethoxy-N-(2-dimethylaminoethyl)-1-(4-methoxyphenyl)-N-methyl-3,4-dihydro-2(1H)-isoquinolinecarboxamide. Reactants: Cc1ccc(C(=O)O)cc1, C#Cc1cccc(N)c1. The reagents and catalysts are CCN=C=NCCCN(C)C.Cl (EDC-HCl), C1=CC2=C(N=C1)N(N=N2)O (HOAt). Solvent: CN(C)C=O (DMF), CN(C)C=O (DMF), CN(C)C=O (DMF), CN(C)C=O (DMF), CN(C)C=O (DMF), CN(C)C=O (DMF). Conditions: temperature 25 celsius, time 2 hour. Product: C#Cc1cccc(NC(=O)c2ccc(C)cc2)c1. Yield: 68.5%. RXN SMILES: C#Cc1cccc(N)c1.Cc1ccc(C(=O)O)cc1.CCN=C=NCCCN(C)C.Cl.C1=CC2=C(N=C1)N(N=N2)O.CN(C)C=O>>C#Cc1cccc(NC(=O)c2ccc(C)cc2)c1. The reactants are FC1=CC=C(C=C1)C(C(=O)OCC)CSC1=C(C=CC=C1)F (ethyl 4-fluoro-α-[[(2-fluorophenyl)thio]methyl]benzeneacetate), C(=O)O (formic acid), CS(=O)(=O)O (methane sulfonic acid), O (water). Solvent: C(Cl)Cl (methylene chloride). Yields the product FC1=CC=C(C=C1)C(C(=O)O)CSC1=C(C=CC=C1)F (4-fluoro-α-[[(2-fluorophenyl)thio]methyl]benzeneacetic acid). Isolated yield 95.6%. RXN SMILES: [F:1][C:2]1[CH:7]=[CH:6][C:5]([CH:8]([CH2:14][S:15][C:16]2[CH:21]=[CH:20][CH:19]=[CH:18][C:17]=2[F:22])[C:9]([O:11]CC)=[O:10])=[CH:4][CH:3]=1.C(O)=O.CS(O)(=O)=O.O>C(Cl)Cl>[F:1][C:2]1[CH:3]=[CH:4][C:5]([CH:8]([CH2:14][S:15][C:16]2[CH:21]=[CH:20][CH:19]=[CH:18][C:17]=2[F:22])[C:9]([OH:11])=[O:10])=[CH:6][CH:7]=1. Reported procedure: The crude ester from Step B (5.3 g, 16 mmole) was combined with 20 ml of 88% formic acid and 2.1 ml (33 mmole) of methane sulfonic acid. The emulsion was refluxed for five hours during which time it gradually became homogeneous. After cooling, water and methylene chloride were added and the aqueous phase was separated and extracted twice with methylene chloride. The organic phases were combined, dried (MgSO4) and concentrated. The crude residue was taken up in 4% ethyl acetate/hexane and filtere... Yield: 94.4%. As a reaction SMILES: [C:1]1([CH2:7][CH2:8][NH:9][C:10]([C:12]2[CH:21]=[CH:20][C:15]([C:16]([O:18]C)=[O:17])=[CH:14][CH:13]=2)=[O:11])[CH:6]=[CH:5][CH:4]=[CH:3][CH:2]=1.CO.[OH-].[Na+]>O>[C:1]1([CH2:7][CH2:8][NH:9][C:10]([C:12]2[CH:13]=[CH:14][C:15]([C:16]([OH:18])=[O:17])=[CH:20][CH:21]=2)=[O:11])[CH:2]=[CH:3][CH:4]=[CH:5][CH:6]=1 |f:2.3|. Yields the product C1(=CC=CC=C1)CCNC(=O)C1=CC=C(C(=O)O)C=C1 (4-(2-Phenylethylaminocarbonyl)benzoic acid). Procedure: The product from step (a) (23.5 g 83 mmoles) was dissolved in refluxing methanol (250 ml) and a solution of sodium hydroxide (6.64 g, 166 mmoles) in water (10 ml) was added. The solid, which separated almost immediately, was filtered off, dissolved in water and acidified. The precipitate was separated, washed with water, dried and triturated with ether to give the sub-title acid (21.1 g) as a white solid mp 237°-238.5°. Run in O (water). Reactants: C1(=CC=CC=C1)CCNC(=O)C1=CC=C(C(=O)OC)C=C1 (Methyl 4-(2-phenylethylaminocarbonyl)benzoate), CO (methanol), [OH-].[Na+] (sodium hydroxide). Starting materials: C([O-])([O-])=O.[K+].[K+] (Potassium carbonate), C[C@@H]1CNC[C@H](O1)C ((2R,6R)-2,6-dimethylmorpholine), FC(CNC(=O)C1=NOC2=C1C=C(C(=C2F)F)C=O)F (N-(2,2-Difluoroethyl)-6,7-difluoro-5-formylbenzo[d]isoxazole-3-carboxamide), FC(CNC(=O)C1=NOC2=C1C=C(C(=C2F)F)C=O)F (N-(2,2-Difluoroethyl)-6,7-difluoro-5-formylbenzo[d]isoxazole-3-carboxamide). The solvent is O (water), [Cl-].[Na+].O (brine), C(C)(=O)OCC (ethyl acetate), C(CCC)#N (butyronitrile), O (water). Run at temperature 90 celsius, time 4 hour. Product: FC(CNC(=O)C1=NOC2=C1C=C(C(=C2F)N2C[C@H](O[C@@H](C2)C)C)C=O)F (N-(2,2-difluoroethyl)-6-((2R,6R)-2,6-dimethylmorpholino)-7-fluoro-5-formylbenzo[d]isoxazole-3-carboxamide). Reaction SMILES: [F:1][CH:2]([F:20])[CH2:3][NH:4][C:5]([C:7]1[C:11]2[CH:12]=[C:13]([CH:18]=[O:19])[C:14](F)=[C:15]([F:16])[C:10]=2[O:9][N:8]=1)=[O:6].C(=O)([O-])[O-].[K+].[K+].[CH3:27][C@H:28]1[O:33][C@H:32]([CH3:34])[CH2:31][NH:30][CH2:29]1>C(#N)CCC.O.[Cl-].[Na+].O.C(OCC)(=O)C>[F:1][CH:2]([F:20])[CH2:3][NH:4][C:5]([C:7]1[C:11]2[CH:12]=[C:13]([CH:18]=[O:19])[C:14]([N:30]3[CH2:29][C@@H:28]([CH3:27])[O:33][C@H:32]([CH3:34])[CH2:31]3)=[C:15]([F:16])[C:10]=2[O:9][N:8]=1)=[O:6] |f:1.2.3,7.8.9|. Reported procedure: N-(2,2-Difluoroethyl)-6,7-difluoro-5-formylbenzo[d]isoxazole-3-carboxamide (Intermediate 243, 2.86 g, 9.86 mmol) was dissolved in butyronitrile (50 mL) and water (2.5 mL). Potassium carbonate (1.362 g, 9.86 mmol) and (2R,6R)-2,6-dimethylmorpholine (1.481 mL, 11.83 mmol) were added and the reaction was stirred at 90° C. for 4 hours. The crude reaction mixture was diluted with water, brine and ethyl acetate. The mixture was washed 2× with brine. The aqueous layer was back-extracted with ethyl acet...